describe an organic reaction: reactants, conditions, products, and yield From a dataset of the Open Reaction Database (ORD), a public repository of structured organic reaction records. The product is COC(=O)CC(C)C[N+](=O)[O-]. RXN SMILES: [C:16]([CH:17]=[CH:18][CH3:19])(=[O:20])[O:21][CH3:22].[CH3:23][OH:24].[N+:12](=[O:13])([O-:14])[CH3:15].[N:1]12[CH2:2][CH2:3][CH2:4][CH2:5][CH:6]1[CH:7]=[N:8][CH2:9][CH2:10][CH2:11]2>>[N+:12](=[O:13])([O-:14])[CH2:15][CH:18]([CH2:17][C:16](=[O:20])[O:21][CH3:22])[CH3:19]. Reactants: CC=CC(=O)OC, CO, C[N+](=O)[O-], C1=NCCCN2CCCCC12. Starting materials: CCCI, CCO, [K+], [OH-], O, O=C(O)c1cccc(O)c1O. The product is CCCOc1cccc(C(=O)O)c1O. RXN SMILES: [CH2:12]([CH2:13][CH3:14])[I:15].[CH3:19][CH2:20][OH:21].[K+:17].[OH-:16].[OH2:18].[OH:1][C:2](=[O:3])[c:4]1[cH:5][cH:6][cH:7][c:8]([OH:9])[c:10]1[OH:11]>>[OH:1][C:2](=[O:3])[c:4]1[cH:5][cH:6][cH:7][c:8]([O:9][CH2:12][CH2:13][CH3:14])[c:10]1[OH:11].